This data is from the Open Reaction Database (ORD), a public repository of structured organic reaction records. The task is: describe an organic reaction: reactants, conditions, products, and yield Starting materials: CN(C)C=O, CCN(C(C)C)C(C)C, O=C(O)C(CC1CCCC1)c1ccc(Cl)c(Cl)c1, Nc1cccnn1. Yields the product O=C(Nc1cccnn1)C(CC1CCCC1)c1ccc(Cl)c(Cl)c1. Reaction SMILES: [CH3:35][N:36]([CH3:37])[CH:38]=[O:39].[CH:19]([N:20]([CH2:21][CH3:22])[CH:23]([CH3:24])[CH3:25])([CH3:26])[CH3:27].[CH:1]1([CH2:6][CH:7]([C:8](=[O:9])[OH:10])[c:11]2[cH:12][c:13]([Cl:18])[c:14]([Cl:17])[cH:15][cH:16]2)[CH2:2][CH2:3][CH2:4][CH2:5]1.[NH2:28][c:29]1[n:30][n:31][cH:32][cH:33][cH:34]1>>[CH:1]1([CH2:6][CH:7]([C:8](=[O:10])[NH:28][c:29]2[n:30][n:31][cH:32][cH:33][cH:34]2)[c:11]2[cH:12][c:13]([Cl:18])[c:14]([Cl:17])[cH:15][cH:16]2)[CH2:2][CH2:3][CH2:4][CH2:5]1.